The task is: describe an organic reaction: reactants, conditions, products, and yield. This data is from the Open Reaction Database (ORD), a public repository of structured organic reaction records. Starting materials: FC1=CC=C(C=C1)N1C(=CC=C1C1=CC=C(C=C1)S(=O)(=O)C)C (1-(4-fluorophenyl)-2-methyl-5-[4-(methylsulfonyl)phenyl)-1H-pyrrole), ClN1C(CCC1=O)=O (N-chlorosuccinimide), ClN1C(CCC1=O)=O (N-chlorosuccinimide). Run in C1CCOC1 (THF). Conditions: temperature 20 celsius, time 18 hour. Product: ClC1=C(N(C(=C1)C1=CC=C(C=C1)S(=O)(=O)C)C1=CC=C(C=C1)F)C (3-chloro-1-(4-fluorophenyl)-2-methyl-5-[-4-(methylsulfonyl)phenyl]-1H-pyrrole). The yield is 9.7%. Reaction SMILES: [F:1][C:2]1[CH:7]=[CH:6][C:5]([N:8]2[C:12]([C:13]3[CH:18]=[CH:17][C:16]([S:19]([CH3:22])(=[O:21])=[O:20])=[CH:15][CH:14]=3)=[CH:11][CH:10]=[C:9]2[CH3:23])=[CH:4][CH:3]=1.[Cl:24]N1C(=O)CCC1=O>C1COCC1>[Cl:24][C:10]1[CH:11]=[C:12]([C:13]2[CH:18]=[CH:17][C:16]([S:19]([CH3:22])(=[O:21])=[O:20])=[CH:15][CH:14]=2)[N:8]([C:5]2[CH:4]=[CH:3][C:2]([F:1])=[CH:7][CH:6]=2)[C:9]=1[CH3:23]. Procedure: To a solution of 1-(4-fluorophenyl)-2-methyl-5-[4-(methylsulfonyl)phenyl]-1H-pyrrole (Example 1) (1 g, 3.03 mmol) in THF (100 ml) at -70° C., N-chlorosuccinimide (488 mg, 3.65 mmol) was added over 10 minutes. The reaction mixture was warmed to 20° C. over 3 hours and stirred for 18 hours. More N-chlorosuccinimide (450 mg, 3.37 mmol) was added and the mixture was stirred for 6 hours. After dilution with aqueous potassium carbonate, the reaction mixture was extracted with ethyl acetate. The organi... Product: BrC1=CCCC1OC=C (1-bromo-5-vinyloxy-cyclopentene). Procedure: A solution of 2-bromo-cyclopent-2-enol (Intermediate D3) (21.7 g, 133.1 mmol) in ethyl vinyl ether (300 mL) was treated with Hg(OAc)2 (31.8 g, 99 mmol) at rt for 60 h. The mixture was quenched with 5% NaOH (150 mL) and filtered through celite. The residue was concentrated to yield 1-bromo-5-vinyloxy-cyclopentene as a pale yellow oil, 14.2 g (46%). 1-Bromo-5-vinyloxy-cyclopentene (14.1 g, 74.4 mmol) in toluene was heated in a re-sealable tube at 130° C. for 24 h. (2-Bromo-cyclopent-2-enyl)-acetal... The reagents and catalysts are [Hg](OC(=O)C)OC(=O)C (Hg(OAc)2). Starting materials: BrC=1C(CCC1)O (2-bromo-cyclopent-2-enol), BrC=1C(CCC1)O (2-bromo-cyclopent-2-enol), C(=C)OCC (ethyl vinyl ether). Reaction SMILES: [Br:1][C:2]1[CH:3]([OH:7])[CH2:4][CH2:5][CH:6]=1.[CH:8](OCC)=[CH2:9]>[Hg](OC(C)=O)OC(C)=O>[Br:1][C:2]1[CH:3]([O:7][CH:8]=[CH2:9])[CH2:4][CH2:5][CH:6]=1. Starting materials: O=C(Cl)C(=O)Cl, CN(C)C=O, ClCCl, O=C(O)c1cccc(S(=O)(=O)C(F)(F)F)c1. Product: O=C(Cl)c1cccc(S(=O)(=O)C(F)(F)F)c1. As a reaction SMILES: [C:17]([Cl:18])(=[O:19])[C:21]([Cl:20])=[O:22].[CH3:23][N:24]([CH3:25])[CH:26]=[O:27].[Cl:28][CH2:29][Cl:30].[F:1][C:2]([S:3](=[O:4])(=[O:5])[c:6]1[cH:7][c:8]([C:9](=[O:10])[OH:11])[cH:12][cH:13][cH:14]1)([F:15])[F:16]>>[F:1][C:2]([S:3](=[O:4])(=[O:5])[c:6]1[cH:7][c:8]([C:9](=[O:10])[Cl:20])[cH:12][cH:13][cH:14]1)([F:15])[F:16]. The reactants are COC(C(=CNC1=CC=C(C=C1)C(F)(F)F)C(C1=CC(=C(C=C1)C)C)=O)=O (2-(3,4-Dimethyl-benzoyl)-3-(4-trifluoromethyl-phenylamino)-acrylic acid methyl ester), CCCCCC (hexane). The solvent is [N+](=O)([O-])C1=CC=CC=C1 (nitrobenzene). Product: CC=1C=C(C(=O)C2=CNC3=CC=C(C=C3C2=O)C(F)(F)F)C=CC1C (3-(3,4-dimethyl-benzoyl)-6-trifluoromethyl-1H-quinolin-4-one). The yield is 83.3%. As a reaction SMILES: CO[C:3](=[O:27])[C:4]([C:17](=[O:26])[C:18]1[CH:23]=[CH:22][C:21]([CH3:24])=[C:20]([CH3:25])[CH:19]=1)=[CH:5][NH:6][C:7]1[CH:12]=[CH:11][C:10]([C:13]([F:16])([F:15])[F:14])=[CH:9][CH:8]=1.CCCCCC>[N+](C1C=CC=CC=1)([O-])=O>[CH3:25][C:20]1[CH:19]=[C:18]([CH:23]=[CH:22][C:21]=1[CH3:24])[C:17]([C:4]1[C:3](=[O:27])[C:12]2[C:7](=[CH:8][CH:9]=[C:10]([C:13]([F:16])([F:14])[F:15])[CH:11]=2)[NH:6][CH:5]=1)=[O:26]. Procedure: 2-(3,4-dimethyl-benzoyl)-3-(4-trifluoromethyl-phenylamino)-acrylic acid methyl ester 2c (151 mg, 0.40 mmol) was refluxed in 5 mL of nitrobenzene for 3 h, then cooled down and to it was added 10 mL of hexane. The crude product precipitated out of solution and was isolated by filtration. The crude product was washed with hexane to give 115 mg of 3-(3,4-dimethyl-benzoyl)-6-trifluoromethyl-1H-quinolin-4-one as off-white crystals 3b: LC-MSD, m/z for C19H14F3NO2, [M+H]+=346.4,; HPLC retention time: 2.... The reactants are [H-].[Na+] (sodium hydride), oil, BrCCCCCCO (6-bromo-1-hexanol), N1C(=O)N(C)C=2N=CN(C)C2C1=O (theobromine), O (water). Reported procedure: This example is a synthesis for inventive compound no. 1527 (see above for chemical name and structure). A mixture of theobromine (1.0 g, 5.5 mmol, available from Sigma) and a solution (20 ml) of 50% sodium hydride in oil (264 mg, 5.5 mmol) in dimethylsulfoxide was stirred for 50 minutes, followed by addition of 6-bromo-1-hexanol (1.0 g, 5.5 mmol, available from Aldrich). After stirring for 18 hours, the solution was treated with 50 ml of water and then extracted with two 25 ml aliquots of hexan... Isolated yield 90.9%. RXN SMILES: [NH:1]1[C:12](=[O:13])[C:11]2[N:9]([CH3:10])[CH:8]=[N:7][C:6]=2[N:4]([CH3:5])[C:2]1=[O:3].[H-].[Na+].Br[CH2:17][CH2:18][CH2:19][CH2:20][CH2:21][CH2:22][OH:23].O>CS(C)=O>[OH:23][CH2:22][CH2:21][CH2:20][CH2:19][CH2:18][CH2:17][N:1]1[C:12](=[O:13])[C:11]2[N:9]([CH3:10])[CH:8]=[N:7][C:6]=2[N:4]([CH3:5])[C:2]1=[O:3] |f:1.2|. Yields the product white powder, OCCCCCCN1C(=O)N(C=2N=CN(C2C1=O)C)C (1-(6-hydroxyhexyl)-3,7-dimethylxanthine). The solvent is CS(=O)C (dimethylsulfoxide). Run at time 18 hour. The reactants are CC(=O)O, C1CCOC1, COc1ccc(C2OCC3CC(Cc4cc(NC5CCc6ccccc65)ncn4)CC3O2)cc1, O. The product is OCC1CC(Cc2cc(NC3CCc4ccccc43)ncn2)CC1O. Reaction SMILES: [C:36]([OH:37])(=[O:38])[CH3:39].[CH2:40]1[O:41][CH2:42][CH2:43][CH2:44]1.[CH:1]1([NH:10][c:11]2[n:12][cH:13][n:14][c:15]([CH2:17][CH:18]3[CH2:19][CH:20]4[CH:21]([O:22][CH:23]([c:26]5[cH:27][cH:28][c:29]([O:30][CH3:31])[cH:32][cH:33]5)[O:24][CH2:25]4)[CH2:34]3)[cH:16]2)[CH2:2][CH2:3][c:4]2[cH:5][cH:6][cH:7][cH:8][c:9]21.[OH2:35]>>[CH:1]1([NH:10][c:11]2[n:12][cH:13][n:14][c:15]([CH2:17][CH:18]3[CH2:19][CH:20]([CH2:25][OH:24])[CH:21]([OH:22])[CH2:34]3)[cH:16]2)[CH2:2][CH2:3][c:4]2[cH:5][cH:6][cH:7][cH:8][c:9]21. Reactants: O=Cc1ccc(C(=O)O)cc1, CCCN, C1CCOC1, O. Yields the product CCCNC(=O)c1ccc(C=O)cc1. RXN SMILES: [C:1](=[O:2])([OH:3])[c:4]1[cH:5][cH:6][c:7]([CH:8]=[O:9])[cH:10][cH:11]1.[CH2:17]([CH2:18][CH3:19])[NH2:20].[O:12]1[CH2:13][CH2:14][CH2:15][CH2:16]1.[OH2:21]>>[C:1](=[O:3])([c:4]1[cH:5][cH:6][c:7]([CH:8]=[O:9])[cH:10][cH:11]1)[NH:20][CH2:17][CH2:18][CH3:19]. Reactants: C(C1=CC=CC=C1)(=O)N[C@H](C(=O)N(CC(=O)N[C@@H](CC(=O)O)C=O)CC1=CC=CC=C1)C(C)C (3(S)-(2-((2(S)-Benzoylamino-3-methylbutyryl)benzylamino)acetylamino)-4-oxo-butyric Acid), C(C)OC(CN(CC1=CC(=CC=C1)NC(=O)OC(C)(C)C)C([C@H](C(C)C)NC(C1=CC=CC=C1)=O)=O)=O (((2(S)-Benzoylamino-3-methylbutyryl)-(3-Bocaminobenzyl)amino)acetic Acid Ethyl Ester), compound 736. The product is C(C1=CC=CC=C1)(=O)N[C@H](C(=O)N(CC(=O)N[C@@H](CC(=O)O)C=O)CC1=CC(=CC=C1)N)C(C)C (3(S)-(2-((2(S)-Benzoylamino-3-methylbutyryl)-(3-aminobenzyl)amino)acetylamino)-4-oxo-butyric Acid). As a reaction SMILES: [C:1]([NH:9][C@@H:10]([CH:32]([CH3:34])[CH3:33])[C:11]([N:13]([CH2:25][C:26]1[CH:31]=[CH:30][CH:29]=[CH:28][CH:27]=1)[CH2:14][C:15]([NH:17][C@H:18]([CH:23]=[O:24])[CH2:19][C:20]([OH:22])=[O:21])=[O:16])=[O:12])(=[O:8])[C:2]1[CH:7]=[CH:6][CH:5]=[CH:4][CH:3]=1.C(OC(=O)C[N:40](C(=O)[C@@H](NC(=O)C1C=CC=CC=1)C(C)C)CC1C=CC=C(NC(OC(C)(C)C)=O)C=1)C>>[C:1]([NH:9][C@@H:10]([CH:32]([CH3:34])[CH3:33])[C:11]([N:13]([CH2:25][C:26]1[CH:27]=[CH:28][CH:29]=[C:30]([NH2:40])[CH:31]=1)[CH2:14][C:15]([NH:17][C@H:18]([CH:23]=[O:24])[CH2:19][C:20]([OH:22])=[O:21])=[O:16])=[O:12])(=[O:8])[C:2]1[CH:7]=[CH:6][CH:5]=[CH:4][CH:3]=1. Procedure details: Compound 737 was prepared by a method similar to the method used to prepare compound 706, except compound 703 was replaced with compound 736. ##STR116## The product is FC=1C=CC(=NC1)C1=NOC(=C1COC1=CC=C(C=N1)C(=O)N1CCOCC1)C ({6-[3-(5-Fluoro-pyridin-2-yl)-5-methyl-isoxazol-4-ylmethoxy]-pyridin-3-yl}-morpholin-4-yl-methanone). The reactants are FC=1C=CC(=NC1)C1=NOC(=C1COC1=NC=C(C(=O)O)C=C1)C (6-[3-(5-fluoro-pyridin-2-yl)-5-methyl-isoxazol-4-ylmethoxy]-nicotinic acid), N1CCOCC1 (morpholine). Procedure: As described for example 288, 6-[3-(5-fluoro-pyridin-2-yl)-5-methyl-isoxazol-4-ylmethoxy]-nicotinic acid (50 mg, 0.15 mmol) was converted, using morpholine instead of 4-aminotetrahydropyran, to the title compound (55 mg, 91%) which was obtained as a colourless gum. MS: m/e=399.1 [M+H]+. The yield is 91.0%. RXN SMILES: [F:1][C:2]1[CH:3]=[CH:4][C:5]([C:8]2[C:12]([CH2:13][O:14][C:15]3[CH:23]=[CH:22][C:18]([C:19]([OH:21])=O)=[CH:17][N:16]=3)=[C:11]([CH3:24])[O:10][N:9]=2)=[N:6][CH:7]=1.[NH:25]1[CH2:30][CH2:29][O:28][CH2:27][CH2:26]1>>[F:1][C:2]1[CH:3]=[CH:4][C:5]([C:8]2[C:12]([CH2:13][O:14][C:15]3[N:16]=[CH:17][C:18]([C:19]([N:25]4[CH2:30][CH2:29][O:28][CH2:27][CH2:26]4)=[O:21])=[CH:22][CH:23]=3)=[C:11]([CH3:24])[O:10][N:9]=2)=[N:6][CH:7]=1. Product: NC(C(=O)O)c1cc(O)cc(O)c1[N+](=O)[O-]. Reaction SMILES: [NH2:1][CH:2]([C:3](=[O:4])[OH:5])[c:6]1[cH:7][c:8]([OH:13])[cH:9][c:10]([OH:12])[cH:11]1.[Na+:19].[OH-:18].[OH2:20].[OH:14][N+:15]([O-:16])=[O:17]>>[NH2:1][CH:2]([C:3](=[O:4])[OH:5])[c:6]1[cH:7][c:8]([OH:13])[cH:9][c:10]([OH:12])[c:11]1[N+:15](=[O:14])[O-:16]. Reactants: NC(C(=O)O)c1cc(O)cc(O)c1, [Na+], [OH-], O, O=[N+]([O-])O.